Dataset: the Open Reaction Database (ORD), a public repository of structured organic reaction records. Task: describe an organic reaction: reactants, conditions, products, and yield RXN SMILES: [CH2:30]1[CH2:31][O:32][CH2:33][CH2:34][NH:35]1.[CH3:37][C:38](=[O:39])[O-:40].[Cl:1][c:2]1[cH:3][c:4]2[c:5]3[cH:6][cH:7][n:8][cH:9][c:10]3[nH:11][c:12]2[c:13]([NH:15][C:16](=[O:17])[CH:18]2[N:19]([CH2:26][C:27](=[O:28])[OH:29])[CH2:20][C:21]([CH3:24])([CH3:25])[O:22][CH2:23]2)[cH:14]1.[NH4+:36]>>[Cl:1][c:2]1[cH:3][c:4]2[c:5]3[cH:6][cH:7][n:8][cH:9][c:10]3[nH:11][c:12]2[c:13]([NH:15][C:16](=[O:17])[CH:18]2[N:19]([CH2:26][C:27](=[O:28])[N:35]3[CH2:30][CH2:31][O:32][CH2:33][CH2:34]3)[CH2:20][C:21]([CH3:24])([CH3:25])[O:22][CH2:23]2)[cH:14]1. Reactants: C1COCCN1, CC(=O)[O-], CC1(C)CN(CC(=O)O)C(C(=O)Nc2cc(Cl)cc3c2[nH]c2cnccc23)CO1, [NH4+]. Product: CC1(C)CN(CC(=O)N2CCOCC2)C(C(=O)Nc2cc(Cl)cc3c2[nH]c2cnccc23)CO1. Reactants: CNC, CCO, CCN(CC)CCOc1ccc(Nc2ncc3c(n2)N(c2cccc(CCOS(C)(=O)=O)c2)C(=O)N(c2ccc(Cl)cc2Cl)C3)cc1. Yields the product CCN(CC)CCOc1ccc(Nc2ncc3c(n2)N(c2cccc(CCN(C)C)c2)C(=O)N(c2ccc(Cl)cc2Cl)C3)cc1. RXN SMILES: [CH3:48][NH:49][CH3:50].[CH3:51][CH2:52][OH:53].[Cl:1][c:2]1[c:3]([N:9]2[C:10](=[O:47])[N:11]([c:34]3[cH:35][c:36]([CH2:40][CH2:41][O:42][S:43]([CH3:44])(=[O:45])=[O:46])[cH:37][cH:38][cH:39]3)[c:12]3[n:13][c:14]([NH:19][c:20]4[cH:21][cH:22][c:23]([O:26][CH2:27][CH2:28][N:29]([CH2:30][CH3:31])[CH2:32][CH3:33])[cH:24][cH:25]4)[n:15][cH:16][c:17]3[CH2:18]2)[cH:4][cH:5][c:6]([Cl:8])[cH:7]1>>[Cl:1][c:2]1[c:3]([N:9]2[C:10](=[O:47])[N:11]([c:34]3[cH:35][c:36]([CH2:40][CH2:41][N:49]([CH3:48])[CH3:50])[cH:37][cH:38][cH:39]3)[c:12]3[n:13][c:14]([NH:19][c:20]4[cH:21][cH:22][c:23]([O:26][CH2:27][CH2:28][N:29]([CH2:30][CH3:31])[CH2:32][CH3:33])[cH:24][cH:25]4)[n:15][cH:16][c:17]3[CH2:18]2)[cH:4][cH:5][c:6]([Cl:8])[cH:7]1. Reactants: FC1=CC=C(C=C1)C(C=1SC=CC1C)Cl ((4-fluorophenyl)(3-methyl-2-thienyl)methyl chloride), C([O-])([O-])=O.[K+].[K+] (potassium carbonate), C1(=CC=CC=C1)CCCN1CCN(CC1)CCO (4-(3-phenylpropyl)-1-piperazineethanol), C(\C=C/C(=O)O)(=O)O (maleic acid). The solvent is C(C)#N (acetonitrile), C(C)#N (acetonitrile), C1(=CC=CC=C1)C (toluene), CC(=O)C (acetone). The product is FC1=CC=C(C=C1)C(OCCC1NCCN(C1)CCCC1=CC=CC=C1)C=1SC=CC1C (2-((4-fluorophenyl-(3-methyl-2-thienyl)methoxy)ethyl]-4-(3-phenylpropyl)piperazine), dimaleate. Reaction SMILES: C(=O)([O-])[O-].[K+].[K+].[C:7]1([CH2:13][CH2:14][CH2:15][N:16]2[CH2:21][CH2:20][N:19](CCO)[CH2:18][CH2:17]2)[CH:12]=[CH:11][CH:10]=[CH:9][CH:8]=1.[F:25][C:26]1[CH:31]=[CH:30][C:29]([CH:32](Cl)[C:33]2[S:34][CH:35]=[CH:36][C:37]=2[CH3:38])=[CH:28][CH:27]=1.C(O)(=O)/C=[CH:42]\[C:43](O)=[O:44]>CC(C)=O.C1(C)C=CC=CC=1.C(#N)C>[F:25][C:26]1[CH:31]=[CH:30][C:29]([CH:32]([C:33]2[S:34][CH:35]=[CH:36][C:37]=2[CH3:38])[O:44][CH2:43][CH2:42][CH:18]2[CH2:17][N:16]([CH2:15][CH2:14][CH2:13][C:7]3[CH:8]=[CH:9][CH:10]=[CH:11][CH:12]=3)[CH2:21][CH2:20][NH:19]2)=[CH:28][CH:27]=1 |f:0.1.2|. Reported procedure: 3.0 g (0.022 mol) potassium carbonate were added to a stirred solution of 1.5 g (0.006 mol) 4-(3-phenylpropyl)-1-piperazineethanol (GB Pat. No. 1545094) and 2.41 g (0.010 mol) (4-fluorophenyl)(3-methyl-2-thienyl)methyl chloride (e.g. German patent appl. DE 3726068) in 50 ml acetone. The mixture was refluxed for 2 h, then cooled and diluted with toluene (100 ml). The solution was washed twice with water and once with brine. Evaporation of the organic layer in vacuo yielded an oil, which was redis...